From a dataset of the Open Reaction Database (ORD), a public repository of structured organic reaction records. describe an organic reaction: reactants, conditions, products, and yield Starting materials: OC1(CCOCC1)C1=[N+](C=CC=C1)[O-] (2-(4-hydroxytetrahydropyran-4-yl)pyridine-N-oxide), CN(C(=O)Cl)C (dimethylcarbamoyl chloride), C[Si](C)(C)C#N (trimethylsilylcyanide), CN(C(=O)Cl)C (dimethyl carbamoyl chloride), C[Si](C)(C)C#N (trimethylsilylcyanide), C([O-])([O-])=O.[Na+].[Na+] (sodium carbonate). Run in ClCCl (dichloromethane). Run at temperature 40 celsius. The product is OC1(CCOCC1)C1=CC=CC(=N1)C#N (6-(4-Hydroxytetrahydropyran-4-yl)pyridine-2-carbonitrile). As a reaction SMILES: [OH:1][C:2]1([C:8]2[CH:13]=[CH:12][CH:11]=[CH:10][N+:9]=2[O-])[CH2:7][CH2:6][O:5][CH2:4][CH2:3]1.[CH3:15][N:16](C)C(Cl)=O.C[Si](C#N)(C)C.C(=O)([O-])[O-].[Na+].[Na+]>ClCCl>[OH:1][C:2]1([C:8]2[N:9]=[C:10]([C:15]#[N:16])[CH:11]=[CH:12][CH:13]=2)[CH2:7][CH2:6][O:5][CH2:4][CH2:3]1 |f:3.4.5|. Procedure: To a stirred solution of 2-(4-hydroxytetrahydropyran-4-yl)pyridine-N-oxide (3.69 g, 18.91 mmol) in anhydrous dichloromethane was added dimethylcarbamoyl chloride (3.05 g, 28.4 mmol) and trimethylsilylcyanide (2.82 g, 28.4 mmol). The mixture was stirred for sixty hours at 40° C., after which time further aliquots of dimethyl carbamoyl chloride (3.05 g, 28.4 mmol) and trimethylsilylcyanide (2.82 g, 28.4 mmol) were added. After stirring at 40° C. for a further 24 hours, sodium carbonate solution (5... Yield: 30.6%. Procedure details: A solution of 3-(4-benzyloxyphenyl)-2-ethoxypropanoic acid (2.92 g, 9.74 mmole) in dry dichloromethane (30 ml) was cooled on an ice-bath and EDC (2.03g; 10.61 mmole), diisopropylethylamine (1.84 ml, 10.61 mmole) and HOBt x H2O (1.43 g; 10.61 mmole) were added. After 30 minutes the ice-bath was removed and (R)-phenylglycinol (1.46 g, 10.61 mmole) was added. After stirring at room temperature over night ethyl acetate (100 ml) was added and the mixture was washed with potassium hydrogensulfate (1 M... Starting materials: C(C1=CC=CC=C1)OC1=CC=C(C=C1)CC(C(=O)O)OCC (3-(4-benzyloxyphenyl)-2-ethoxypropanoic acid), C(CCl)Cl (EDC), C(C)(C)N(CC)C(C)C (diisopropylethylamine), C=1C=CC2=C(C1)N=NN2O (HOBt), C1=CC=C(C=C1)C(CO)N ((R)-phenylglycinol). Reaction SMILES: [CH2:1]([O:8][C:9]1[CH:14]=[CH:13][C:12]([CH2:15][CH:16]([O:20][CH2:21][CH3:22])[C:17]([OH:19])=O)=[CH:11][CH:10]=1)[C:2]1[CH:7]=[CH:6][CH:5]=[CH:4][CH:3]=1.C(Cl)CCl.C(N(C(C)C)CC)(C)C.C1C=CC2N(O)N=NC=2C=1.[CH:46]1[CH:51]=[CH:50][C:49]([CH:52]([NH2:55])[CH2:53][OH:54])=[CH:48][CH:47]=1>ClCCl.CCCCCCC.C(OCC)(=O)C>[CH2:1]([O:8][C:9]1[CH:10]=[CH:11][C:12]([CH2:15][C@@H:16]([O:20][CH2:21][CH3:22])[C:17]([NH:55][C@H:52]([C:49]2[CH:50]=[CH:51][CH:46]=[CH:47][CH:48]=2)[CH2:53][OH:54])=[O:19])=[CH:13][CH:14]=1)[C:2]1[CH:3]=[CH:4][CH:5]=[CH:6][CH:7]=1. The product is 3-(4-benzyloxyphenyl)(S)-2-ethoxy-N-(2-hydroxy-(R)-1-phenylethyl)propanoic amide, C(C1=CC=CC=C1)OC1=CC=C(C=C1)C[C@H](C(=O)N[C@@H](CO)C1=CC=CC=C1)OCC (3-(4-benzyloxyphenyl)-(R)-2-ethoxy-N-(2-hydroxy-(R)-1-phenylethyl)propanoic amide). Run in ClCCl (dichloromethane), CCCCCCC (heptan), C(C)(=O)OCC (ethyl acetate). The reactants are C(C)(C)(C)OC(N(C=1C=NC(=CC1)OC)C1=NC(=C(C=C1)C(O)C1=CN(C=2N=CN=C(C21)C2CC2)S(=O)(=O)C2=CC=CC=C2)F)=O ({5-[(7-benzenesulfonyl-4-cyclopropyl-7H-pyrrolo[2,3-d]pyrimidin-5-yl)-hydroxy-methyl]-6-fluoro-pyridin-2-yl}-(6-methoxy-pyridin-3-yl)-carbamic acid tert-butyl ester), CC(=O)OI1(C=2C=CC=CC2C(=O)O1)(OC(=O)C)OC(=O)C (Dess-Martin periodinane). The solvent is ClCCl (dichloromethane). Conditions: time 30 minute. The product is C(C)(C)(C)OC(N(C=1C=NC(=CC1)OC)C1=NC(=C(C=C1)C(=O)C1=CN(C=2N=CN=C(C21)C2CC2)S(=O)(=O)C2=CC=CC=C2)F)=O ([5-(7-benzenesulfonyl-4-cyclopropyl-7H-pyrrolo[2,3-d]pyrimidine-5-carbonyl)-6-fluoro-pyridin-2-yl]-(6-methoxy-pyridin-3-yl)-carbamic acid tert-butyl ester). Yield: 97.5%. As a reaction SMILES: [C:1]([O:5][C:6](=[O:46])[N:7]([C:16]1[CH:21]=[CH:20][C:19]([CH:22]([C:24]2[C:32]3[C:31]([CH:33]4[CH2:35][CH2:34]4)=[N:30][CH:29]=[N:28][C:27]=3[N:26]([S:36]([C:39]3[CH:44]=[CH:43][CH:42]=[CH:41][CH:40]=3)(=[O:38])=[O:37])[CH:25]=2)[OH:23])=[C:18]([F:45])[N:17]=1)[C:8]1[CH:9]=[N:10][C:11]([O:14][CH3:15])=[CH:12][CH:13]=1)([CH3:4])([CH3:3])[CH3:2].CC(OI1(OC(C)=O)(OC(C)=O)OC(=O)C2C=CC=CC1=2)=O>ClCCl>[C:1]([O:5][C:6](=[O:46])[N:7]([C:16]1[CH:21]=[CH:20][C:19]([C:22]([C:24]2[C:32]3[C:31]([CH:33]4[CH2:34][CH2:35]4)=[N:30][CH:29]=[N:28][C:27]=3[N:26]([S:36]([C:39]3[CH:44]=[CH:43][CH:42]=[CH:41][CH:40]=3)(=[O:37])=[O:38])[CH:25]=2)=[O:23])=[C:18]([F:45])[N:17]=1)[C:8]1[CH:9]=[N:10][C:11]([O:14][CH3:15])=[CH:12][CH:13]=1)([CH3:4])([CH3:2])[CH3:3]. Procedure: {5-[(7-Benzenesulfonyl-4-cyclopropyl-7H-pyrrolo[2,3-d]pyrimidin-5-yl)-hydroxy-methyl]-6-fluoro-pyridin-2-yl}-(6-methoxy-pyridin-3-yl)-carbamic acid tert-butyl ester (75, 0.350 g, 0.541 mmol) is alternatively dissolved in 10.0 mL of dichloromethane, and Dess-Martin periodinane (0.211 g, 0.498 mmol) is added. The reaction is stirred at room temperature for 30 minutes, then concentrated under vacuum. The resulting material is purified by silica gel column chromatography, eluting with 10-100% ethyl ...